From a dataset of the Open Reaction Database (ORD), a public repository of structured organic reaction records. describe an organic reaction: reactants, conditions, products, and yield Starting materials: O=[O+][O-] (ozone), Cl.CC1N(CCC(C1(CC=C(C)C)C)C)CC1=CC=CC=C1 (2,3,4-trimethyl-3-(3-methyl-2-buten-1-yl)-1-(phenylmethyl)piperidine hydrochloride), [BH4-].[Na+] (Sodium borohydride). Run in C(C)O (ethanol). Run at temperature -78 celsius, time 1 hour. The product is CC1N(CCC(C1(CCO)C)C)CC1=CC=CC=C1 (2,3,4-trimethyl-1-(phenylmethyl)-3-piperidineethanol). The yield is 95.0%. As a reaction SMILES: Cl.[CH3:2][CH:3]1[C:8]([CH3:14])([CH2:9][CH:10]=C(C)C)[CH:7]([CH3:15])[CH2:6][CH2:5][N:4]1[CH2:16][C:17]1[CH:22]=[CH:21][CH:20]=[CH:19][CH:18]=1.[O:23]=[O+][O-].[BH4-].[Na+]>C(O)C>[CH3:2][CH:3]1[C:8]([CH3:14])([CH2:9][CH2:10][OH:23])[CH:7]([CH3:15])[CH2:6][CH2:5][N:4]1[CH2:16][C:17]1[CH:22]=[CH:21][CH:20]=[CH:19][CH:18]=1 |f:0.1,3.4|. Procedure details: 2,3,4-trimethyl-3-(3-methyl-2-buten-1-yl)-1-(phenylmethyl)piperidine hydrochloride (24.7 g, 76.7 mmol) was dissolved in ethanol (500 mL) and cooled to -78° C. ozone was bubbled into the reaction mixture until the solution turned blue and the mixture was purged with oxygen, then nitrogen until the solution turned colorless. Sodium borohydride (14.5 g, 383 mmol) was added to the reaction mixture while maintaining the temperature at -78° C. and the solution was stirred at -78° C. for 1 hour. The mi... The reactants are COc1cc(Nc2c(C#N)cnc3cc(Br)ccc23)c(Cl)cc1C, O=C([O-])O, CC1(C)OB(c2csc(CN3CCOCC3)c2)OC1(C)C, COCCOC, [Na+], c1ccc(P(c2ccccc2)(c2ccccc2)[Pd](P(c2ccccc2)(c2ccccc2)c2ccccc2)(P(c2ccccc2)(c2ccccc2)c2ccccc2)P(c2ccccc2)(c2ccccc2)c2ccccc2)cc1. The product is COc1cc(Nc2c(C#N)cnc3cc(-c4csc(CN5CCOCC5)c4)ccc23)c(Cl)cc1C. Reaction SMILES: [Br:1][c:2]1[cH:3][cH:4][c:5]2[c:6]([NH:14][c:15]3[c:16]([Cl:24])[cH:17][c:18]([CH3:23])[c:19]([O:21][CH3:22])[cH:20]3)[c:7]([C:12]#[N:13])[cH:8][n:9][c:10]2[cH:11]1.[C:52](=[O:53])([OH:54])[O-:55].[CH3:25][C:26]1([CH3:27])[C:28]([CH3:29])([CH3:30])[O:31][B:32]([c:33]2[cH:34][c:35]([CH2:38][N:39]3[CH2:40][CH2:41][O:42][CH2:43][CH2:44]3)[s:36][cH:37]2)[O:45]1.[CH3:46][O:47][CH2:48][CH2:49][O:50][CH3:51].[Na+:56].[cH:57]1[cH:58][cH:59][c:60]([P:61]([Pd:62]([P:63]([c:64]2[cH:65][cH:66][cH:67][cH:68][cH:69]2)([c:70]2[cH:71][cH:72][cH:73][cH:74][cH:75]2)[c:76]2[cH:77][cH:78][cH:79][cH:80][cH:81]2)([P:82]([c:83]2[cH:84][cH:85][cH:86][cH:87][cH:88]2)([c:89]2[cH:90][cH:91][cH:92][cH:93][cH:94]2)[c:95]2[cH:96][cH:97][cH:98][cH:99][cH:100]2)[P:101]([c:102]2[cH:103][cH:104][cH:105][cH:106][cH:107]2)([c:108]2[cH:109][cH:110][cH:111][cH:112][cH:113]2)[c:114]2[cH:115][cH:116][cH:117][cH:118][cH:119]2)([c:120]2[cH:121][cH:122][cH:123][cH:124][cH:125]2)[c:126]2[cH:127][cH:128][cH:129][cH:130][cH:131]2)[cH:132][cH:133]1>>[c:2]1(-[c:33]2[cH:34][c:35]([CH2:38][N:39]3[CH2:40][CH2:41][O:42][CH2:43][CH2:44]3)[s:36][cH:37]2)[cH:3][cH:4][c:5]2[c:6]([NH:14][c:15]3[c:16]([Cl:24])[cH:17][c:18]([CH3:23])[c:19]([O:21][CH3:22])[cH:20]3)[c:7]([C:12]#[N:13])[cH:8][n:9][c:10]2[cH:11]1. The reactants are BrC1=NC2=C(N1[C@H]1[C@H](OC(C)=O)[C@H](OC(C)=O)[C@H](OC(C)=O)CO1)C=C(C(=C2)Cl)C (2-Bromo-5-chloro-6-methyl-(2,3,4-tri-O-acetyl-beta-D-ribopyranosyl)-1H-benzimidazole), BrC1=NC2=C(N1[C@H]1[C@H](O)[C@H](O)[C@H](O)CO1)C=C(C(=C2)Cl)Cl (2-bromo-5,6-dichloro-1-beta-D-ribopyranosyl-1H-benzimidazole), resultant solution, [Li+].[OH-] (LiOH). The solvent is O1CCOCC1 (dioxane). Conditions: time 0.5 hour. Yields the product BrC1=NC2=C(N1[C@H]1[C@H](O)[C@H](O)[C@H](O)CO1)C=C(C(=C2)Cl)C (2-Bromo-5-chloro-6-methyl-1-beta-D-ribopyranosyl-1H-benzimidazole). As a reaction SMILES: [Br:1][C:2]1[N:6]([C@@H:7]2[O:24][CH2:23][C@@H:18]([O:19]C(=O)C)[C@@H:13]([O:14]C(=O)C)[C@H:8]2[O:9]C(=O)C)[C:5]2[CH:25]=[C:26]([CH3:30])[C:27]([Cl:29])=[CH:28][C:4]=2[N:3]=1.[Li+].[OH-].BrC1N([C@@H]2OC[C@@H](O)[C@@H](O)[C@H]2O)C2C=C(Cl)C(Cl)=CC=2N=1>O1CCOCC1>[Br:1][C:2]1[N:6]([C@@H:7]2[O:24][CH2:23][C@@H:18]([OH:19])[C@@H:13]([OH:14])[C@H:8]2[OH:9])[C:5]2[CH:25]=[C:26]([CH3:30])[C:27]([Cl:29])=[CH:28][C:4]=2[N:3]=1 |f:1.2|. Procedure: 2-Bromo-5-chloro-6-methyl-(2,3,4-tri-O-acetyl-beta-D-ribopyranosyl)-1H-benzimidazole (0.097 g ) was deprotected as outlined in General Procedure V by being dissolved in 5 ml dioxane and the resultant solution cooled in an ice bath between 0 and 5° C. To this solution was added all at once, 0.78 ml (0.78 mmol) of 1M aq. LiOH. The mixture was removed from the ice bath and allowed to stir at ambient temperature for 0.5 h. The mixture was diluted with 50 ml of pH 7 phosphate buffer and extracted wit... Starting materials: C(=O)(O)[O-].[Na+] (NaHCO3), C(C1=CC=CC=C1)OC(=O)Cl (benzyloxycarbonyl chloride), C(C)(C)(C)OC(=O)N[C@H](C(=O)O)CNCC[C@@H](C(=O)O)NC(=O)OC(C)(C)C ((S,S)-2,7-bis (tert-butyloxycarbonylamino)-4-azaoctanedioic acid). Solvent: O1CCOCC1 (dioxane), O (H2O). Reaction conditions: temperature 0 celsius, time 6 hour. Yields the product C(C)(C)(C)OC(=O)N[C@H](C(=O)O)CN(CC[C@@H](C(=O)O)NC(=O)OC(C)(C)C)C(=O)OCC1=CC=CC=C1 ((S,S)-2,7-Bis(tert-butyloxycarbonylamino)-4-(benzyloxycarbonyl)-4-azaoctanedioic acid). Reaction SMILES: C([O-])(O)=O.[Na+].[CH2:6]([O:13][C:14](Cl)=[O:15])[C:7]1[CH:12]=[CH:11][CH:10]=[CH:9][CH:8]=1.[C:17]([O:21][C:22]([NH:24][C@@H:25]([CH2:29][NH:30][CH2:31][CH2:32][C@H:33]([NH:37][C:38]([O:40][C:41]([CH3:44])([CH3:43])[CH3:42])=[O:39])[C:34]([OH:36])=[O:35])[C:26]([OH:28])=[O:27])=[O:23])([CH3:20])([CH3:19])[CH3:18]>O1CCOCC1.O>[C:17]([O:21][C:22]([NH:24][C@@H:25]([CH2:29][N:30]([C:14]([O:13][CH2:6][C:7]1[CH:12]=[CH:11][CH:10]=[CH:9][CH:8]=1)=[O:15])[CH2:31][CH2:32][C@H:33]([NH:37][C:38]([O:40][C:41]([CH3:44])([CH3:43])[CH3:42])=[O:39])[C:34]([OH:36])=[O:35])[C:26]([OH:28])=[O:27])=[O:23])([CH3:19])([CH3:20])[CH3:18] |f:0.1|. Reported procedure: 1M NaHCO3 (5.9 ml, 5.92 mmol ) and benzyloxycarbonyl chloride (0.5 g, 0.42 ml, 2.96 mmol) were added to a solution of (S,S)-2,7-bis (tert-butyloxycarbonylamino)-4-azaoctanedioic acid (0.6 g, 1.48 mmol) in dioxane (40 ml ) and H2O (30 ml ) at 0° C. The mixture was stirred at 0° C. for 3 hours, at ambient temperature for 6 hours, evaporated, the residue triturated with chloroform (5 ml) and acetic acid to pH 5. The chloroform solution was evaporated and the product isolated after chromatography on... Reactants: C(#N)C1=C(COC2=C(SC(=C2)N2C=NC=3C=NC=CC32)C(=O)OC)C=CC=C1 (methyl 3-[(2-cyanobenzyl)oxy]-5-(1H-imidazo[4,5-c]pyridin-1-yl)thiophene-2-carboxylate), saturated solution, N (ammonia). Run in CO (methanol). Yields the product C(#N)C1=C(COC2=C(SC(=C2)N2C=NC=3C=NC=CC32)C(=O)N)C=CC=C1 (3-[(2-cyanobenzyl)oxy]-5-(1H-imidazo[4,5-c]pyridin-1-yl)thiophene-2-carboxamide). As a reaction SMILES: [C:1]([C:3]1[CH:28]=[CH:27][CH:26]=[CH:25][C:4]=1[CH2:5][O:6][C:7]1[CH:11]=[C:10]([N:12]2[C:20]3[CH:19]=[CH:18][N:17]=[CH:16][C:15]=3[N:14]=[CH:13]2)[S:9][C:8]=1[C:21]([O:23]C)=O)#[N:2].[NH3:29]>CO>[C:1]([C:3]1[CH:28]=[CH:27][CH:26]=[CH:25][C:4]=1[CH2:5][O:6][C:7]1[CH:11]=[C:10]([N:12]2[C:20]3[CH:19]=[CH:18][N:17]=[CH:16][C:15]=3[N:14]=[CH:13]2)[S:9][C:8]=1[C:21]([NH2:29])=[O:23])#[N:2]. Reported procedure: In a similar manner as described for example 38, 55 mg of methyl 3-[(2-cyanobenzyl)oxy]-5-(1H-imidazo[4,5-c]pyridin-1-yl)thiophene-2-carboxylate and 20 ml of a saturated solution of ammonia in methanol yield the title compound.